The task is: describe an organic reaction: reactants, conditions, products, and yield. This data is from the Open Reaction Database (ORD), a public repository of structured organic reaction records. Reactants: NC(=O)C1=C(SC(=C1)C1=C(OCCN(C(OC(C)(C)C)=O)CC2=CC=CC=C2)C=CC=C1)NC(=O)N (tert-Butyl N-[2-(2-{3-(aminocarbonyl)-2-[(aminocarbonyl)amino]thien-5-yl}phenoxy)ethyl]-N-benzylcarbamate), O (water), C1(=CC=CC=C1)SC (thioanisole), FC(C(=O)O)(F)F (trifluoroacetic acid). Solvent: C(Cl)Cl (DCM). Conditions: time 30 minute. Yields the product NC(=O)C1=C(SC(=C1)C1=C(OCCN(C(OC(C)(C)C)=O)CC2=CC=CC=C2)C=CC=C1)NC(=O)N (tert-Butyl N-[2-(2-{3-(aminocarbonyl)-2-[(aminocarbonyl)amino]thien-5-yl}phenoxy)ethyl]-N-benzylcarbamate), NC(=O)NC=1SC(=CC1C(=O)N)C1=C(C=CC=C1)OCCNCC1=CC=CC=C1 (2-[(Aminocarbonyl)amino]-5-[2-{2-(benzylamino)ethoxy}phenyl]thiophene-3-carboxamide). RXN SMILES: [NH2:1][C:2]([C:4]1[CH:8]=[C:7]([C:9]2[CH:32]=[CH:31][CH:30]=[CH:29][C:10]=2[O:11][CH2:12][CH2:13][N:14]([CH2:22][C:23]2[CH:28]=[CH:27][CH:26]=[CH:25][CH:24]=2)[C:15](=[O:21])[O:16][C:17]([CH3:20])([CH3:19])[CH3:18])[S:6][C:5]=1[NH:33][C:34]([NH2:36])=[O:35])=[O:3].C1(SC)C=CC=CC=1.FC(F)(F)C(O)=O.O>C(Cl)Cl>[NH2:1][C:2]([C:4]1[CH:8]=[C:7]([C:9]2[CH:32]=[CH:31][CH:30]=[CH:29][C:10]=2[O:11][CH2:12][CH2:13][N:14]([CH2:22][C:23]2[CH:24]=[CH:25][CH:26]=[CH:27][CH:28]=2)[C:15](=[O:21])[O:16][C:17]([CH3:20])([CH3:19])[CH3:18])[S:6][C:5]=1[NH:33][C:34]([NH2:36])=[O:35])=[O:3].[NH2:36][C:34]([NH:33][C:5]1[S:6][C:7]([C:9]2[CH:32]=[CH:31][CH:30]=[CH:29][C:10]=2[O:11][CH2:12][CH2:13][NH:14][CH2:22][C:23]2[CH:28]=[CH:27][CH:26]=[CH:25][CH:24]=2)=[CH:8][C:4]=1[C:2]([NH2:1])=[O:3])=[O:35]. Reported procedure: tert-Butyl N-[2-(2-{3-(aminocarbonyl)-2-[(aminocarbonyl)amino]thien-5-yl}phenoxy)ethyl]-N-benzylcarbamate (0.16 g) was dissolved in DCM (3 ml); thioanisole (0.5 g) and trifluoroacetic acid (1 ml) were added. The mixture was stirred for 30 min, then water (5 ml) was added and the mixture extracted with DCM. The DCM was added to a SCX cation exchange column and eluted with 30% methanol-DCM to remove the thioanisole, then with methanolic ammonia-DCM mixtures. The solvent was evaporated and the resi... Starting materials: Cl.C1(=CC=CC=C1)NC(=NC1=CC=CC=C1)NCCCCCCC1=CC=NC2=CC(=CC=C12)Cl (1,2-diphenyl-3-[6-(7-chloro-4-quinolinyl)hexyl]guanidine hydrochloride), [OH-].[Na+] (sodium hydroxide). Run in O (water). The product is C1(=CC=CC=C1)NC(=NC1=CC=CC=C1)NCCCCCCC1=CC=NC2=CC(=CC=C12)Cl (1,2-diphenyl-3-[6-(7-chloro-4-quinolinyl)hexyl]guanidine). Reaction SMILES: Cl.[C:2]1([NH:8][C:9]([NH:17][CH2:18][CH2:19][CH2:20][CH2:21][CH2:22][CH2:23][C:24]2[C:33]3[C:28](=[CH:29][C:30]([Cl:34])=[CH:31][CH:32]=3)[N:27]=[CH:26][CH:25]=2)=[N:10][C:11]2[CH:16]=[CH:15][CH:14]=[CH:13][CH:12]=2)[CH:7]=[CH:6][CH:5]=[CH:4][CH:3]=1.[OH-].[Na+]>O>[C:11]1([NH:10][C:9]([NH:17][CH2:18][CH2:19][CH2:20][CH2:21][CH2:22][CH2:23][C:24]2[C:33]3[C:28](=[CH:29][C:30]([Cl:34])=[CH:31][CH:32]=3)[N:27]=[CH:26][CH:25]=2)=[N:8][C:2]2[CH:3]=[CH:4][CH:5]=[CH:6][CH:7]=2)[CH:12]=[CH:13][CH:14]=[CH:15][CH:16]=1 |f:0.1,2.3|. Procedure: 10.0 g of 1,2-diphenyl-3-[6-(7-chloro-4-quinolinyl)hexyl]guanidine hydrochloride is dissolved in 500 ml water. An excess of aqueous sodium hydroxide is then added to the solution. The solution is extracted with methylene chloride and the extract is dried and evaporated to afford 1,2-diphenyl-3-[6-(7-chloro-4-quinolinyl)hexyl]guanidine. Starting materials: C([O-])([O-])=O.[Cs+].[Cs+] (cesium carbonate), SC1=CC=C(C=C1)O (4-sulfanylphenol), TEA, CS(=O)(=O)Cl (methanesulfonyl chloride), OC1CCN(CC1)C(=O)OC(C)(C)C (tert-butyl 4-hydroxypiperidine-1-carboxylate). Solvent: O (water), CCOC(=O)C (EtOAc), O (water), C1CCOC1 (THF), CC(=O)N(C)C (DMA). Reaction conditions: time 1 hour. The product is OC1=CC=C(C=C1)SC1CCN(CC1)C(=O)OC(C)(C)C (tert-butyl 4-[(4-hydroxyphenyl)sulfanyl]piperidine-1-carboxylate). Isolated yield 73.4%. RXN SMILES: CS(Cl)(=O)=O.O[CH:7]1[CH2:12][CH2:11][N:10]([C:13]([O:15][C:16]([CH3:19])([CH3:18])[CH3:17])=[O:14])[CH2:9][CH2:8]1.C(=O)([O-])[O-].[Cs+].[Cs+].[SH:26][C:27]1[CH:32]=[CH:31][C:30]([OH:33])=[CH:29][CH:28]=1>CC(N(C)C)=O.O.CCOC(C)=O.C1COCC1>[OH:33][C:30]1[CH:31]=[CH:32][C:27]([S:26][CH:7]2[CH2:12][CH2:11][N:10]([C:13]([O:15][C:16]([CH3:19])([CH3:18])[CH3:17])=[O:14])[CH2:9][CH2:8]2)=[CH:28][CH:29]=1 |f:2.3.4|. Procedure details: TEA (2.30 ml) and methanesulfonyl chloride (1.22 ml) were dropwise added to a THF (40 ml) solution containing tert-butyl 4-hydroxypiperidine-1-carboxylate (3.02 g) at 0° C., followed by stirring at room temperature for 1 hour. EtOAc (50 ml) and water (50 ml) were added to the reaction solution. The organic layer was washed with aqueous 5% citric acid solution, an aqueous saturated sodium hydrogencarbonate solution and saturated brine in that order, and dried over anhydrous sodium sulfate. The so... Reactants: BrC=1C(=NC(=NC1)Cl)NC1=NC(=CC=C1)C (5-bromo-2-chloro-4-[(6-methylpyrid-2-yl)amino]pyrimidine), CN(C)CCCOC1=CC=C(N)C=C1 (4-[3-(N,N-dimethylamino)propoxy]aniline). Product: BrC=1C(=NC(=NC1)NC1=CC=C(C=C1)OCCCN(C)C)NC1=NC(=CC=C1)C (5-Bromo-2-{4-[3-(N,N-dimethylamino)propoxy]anilino}-4-[(6-methylpyrid-2-yl)amino]pyrimidine). RXN SMILES: [Br:1][C:2]1[C:3]([NH:9][C:10]2[CH:15]=[CH:14][CH:13]=[C:12]([CH3:16])[N:11]=2)=[N:4][C:5](Cl)=[N:6][CH:7]=1.[CH3:17][N:18]([CH2:20][CH2:21][CH2:22][O:23][C:24]1[CH:30]=[CH:29][C:27]([NH2:28])=[CH:26][CH:25]=1)[CH3:19]>>[Br:1][C:2]1[C:3]([NH:9][C:10]2[CH:15]=[CH:14][CH:13]=[C:12]([CH3:16])[N:11]=2)=[N:4][C:5]([NH:28][C:27]2[CH:26]=[CH:25][C:24]([O:23][CH2:22][CH2:21][CH2:20][N:18]([CH3:17])[CH3:19])=[CH:30][CH:29]=2)=[N:6][CH:7]=1. Procedure details: Using an analogous method to that described in Example 136, but starting from 5-bromo-2-chloro-4-[(6-methylpyrid-2-yl)amino]pyrimidine (Method 84) and 4-[3-(N,N-dimethylamino)propoxy]aniline (obtained as described in WO 9909030), the product was obtained. MS (MH+): 457, 459; HPLC (RT): 5.26. The reactants are B, C=CCC1(c2ccc(F)cc2)CCN(C(C)c2ccc(Br)cc2)C(=O)O1, C1CCOC1, C1CCOC1. The product is CC(c1ccc(Br)cc1)N1CCC(CCCO)(c2ccc(F)cc2)OC1=O. As a reaction SMILES: [BH3:27].[CH2:1]([CH:2]=[CH2:3])[C:4]1([c:20]2[cH:21][cH:22][c:23]([F:26])[cH:24][cH:25]2)[CH2:5][CH2:6][N:7]([CH:11]([CH3:12])[c:13]2[cH:14][cH:15][c:16]([Br:19])[cH:17][cH:18]2)[C:8](=[O:10])[O:9]1.[CH2:28]1[CH2:31][CH2:30][CH2:29][O:32]1.[CH2:33]1[O:34][CH2:35][CH2:36][CH2:37]1>>[CH2:1]([CH2:2][CH2:3][OH:32])[C:4]1([c:20]2[cH:21][cH:22][c:23]([F:26])[cH:24][cH:25]2)[CH2:5][CH2:6][N:7]([CH:11]([CH3:12])[c:13]2[cH:14][cH:15][c:16]([Br:19])[cH:17][cH:18]2)[C:8](=[O:10])[O:9]1. Reactants: C=C1CN(C(=O)C(F)(F)F)CCc2nc(OC)ccc21, CO. Product: COc1ccc2c(n1)CCN(C(=O)C(F)(F)F)CC2C. As a reaction SMILES: [CH3:1][O:2][c:3]1[cH:4][cH:5][c:6]2[c:7]([n:20]1)[CH2:8][CH2:9][N:10]([C:14]([C:15]([F:16])([F:17])[F:18])=[O:19])[CH2:11][C:12]2=[CH2:13].[CH3:21][OH:22]>>[CH3:1][O:2][c:3]1[cH:4][cH:5][c:6]2[c:7]([n:20]1)[CH2:8][CH2:9][N:10]([C:14]([C:15]([F:16])([F:17])[F:18])=[O:19])[CH2:11][CH:12]2[CH3:13]. Starting materials: Compound 5, C(C)(=O)[O-] (acetate), C(C)(=O)O[C@@H]1CC2=CC[C@H]3[C@@H]4CC=C([C@@]4(C)CC[C@@H]3[C@]2(CC1)C)N1C=NC2=C1C=CC=C2 (3β-Acetoxy-17-(1H-benzimidazol-1-yl)-androsta-5,16-diene), [OH-].[K+] (KOH). Solvent: CO (methanol). Yields the product O[C@@H]1CC2=CC[C@H]3[C@@H]4CC=C([C@@]4(C)CC[C@@H]3[C@]2(CC1)C)N1C=NC2=C1C=CC=C2 (3β-Hydroxy-17-(1H-benzimidazol-1-yl)-androsta-5,16-diene). As a reaction SMILES: C([O-])(=O)C.C([O:8][C@H:9]1[CH2:26][CH2:25][C@@:24]2([CH3:27])[C:11](=[CH:12][CH2:13][C@@H:14]3[C@@H:23]2[CH2:22][CH2:21][C@@:19]2([CH3:20])[C@H:15]3[CH2:16][CH:17]=[C:18]2[N:28]2[C:32]3[CH:33]=[CH:34][CH:35]=[CH:36][C:31]=3[N:30]=[CH:29]2)[CH2:10]1)(=O)C.[OH-].[K+]>CO>[OH:8][C@H:9]1[CH2:26][CH2:25][C@@:24]2([CH3:27])[C:11](=[CH:12][CH2:13][C@@H:14]3[C@@H:23]2[CH2:22][CH2:21][C@@:19]2([CH3:20])[C@H:15]3[CH2:16][CH:17]=[C:18]2[N:28]2[C:32]3[CH:33]=[CH:34][CH:35]=[CH:36][C:31]=3[N:30]=[CH:29]2)[CH2:10]1 |f:2.3|. Procedure: Compound 5 prepared by following general method C, treating acetate solution of 15 (1 g 3.02 mmol) in methanol (15 mL) with 10% methanolic KOH (5 mL) for 1.5 h. Purification by FCC over short column provided pure 5 with identical spectral and analytical data as we previously reported. Starting materials: CC1(OB(OC1(C)C)C1=C2C=CNC2=CC=C1)C (4-(4,4,5,5-tetramethyl-[1,3,2]dioxaborolan-2-yl)-1H-indole), BrC1=C(C=CC=C1)F (2-bromofluorobenzene), [OH-].[Na+] (sodium hydroxide). The reagents and catalysts are [Pd] (Palladium). Solvent: C1CCOC1 (THF), C(C)(=O)OCC (ethyl acetate). Reaction conditions: temperature 75 celsius, time 15 hour. Product: FC1=C(C=CC=C1)C1=C2C=CNC2=CC=C1 (4-(2-Fluoro-phenyl)-1H-indole). The yield is 63.9%. RXN SMILES: CC1(C)C(C)(C)OB([C:9]2[CH:17]=[CH:16][CH:15]=[C:14]3[C:10]=2[CH:11]=[CH:12][NH:13]3)O1.Br[C:20]1[CH:25]=[CH:24][CH:23]=[CH:22][C:21]=1[F:26].[OH-].[Na+]>C1COCC1.[Pd].C(OCC)(=O)C>[F:26][C:21]1[CH:22]=[CH:23][CH:24]=[CH:25][C:20]=1[C:9]1[CH:17]=[CH:16][CH:15]=[C:14]2[C:10]=1[CH:11]=[CH:12][NH:13]2 |f:2.3|. Procedure details: To a mixture of 4-(4,4,5,5-tetramethyl-[1,3,2]dioxaborolan-2-yl)-1H-indole (3, 2.431 g, 10.0 mmol), and 2-bromofluorobenzene (1.75 g, 10.1 mmol) in THF (34 mL)) were added Palladium catalyst Pd(PPh3)4 (0.347 g, 0.30 mmol) and the freshly prepared sodium hydroxide solution (1.20 g, 30.0 mmol in 14 mL water). The system was degassed and then charged with nitrogen. The degas procedure was repeated for three times. The mixture was stirred under nitrogen at 75° C. oil bath for 15 hours. TLC showed th... The reactants are OC=1C=CC=2N(N1)C=C(C2)C(=O)O (2-Hydroxypyrrolo[1,2-b]pyridazine-6-carboxylic acid), CO (methanol). As a reaction SMILES: [OH:1][C:2]1[CH:3]=[CH:4][C:5]2[N:6]([CH:8]=[C:9]([C:11]([OH:13])=[O:12])[CH:10]=2)[N:7]=1.[CH3:14]O>S(=O)(=O)(O)O>[OH:1][C:2]1[CH:3]=[CH:4][C:5]2[N:6]([CH:8]=[C:9]([C:11]([O:13][CH3:14])=[O:12])[CH:10]=2)[N:7]=1. Procedure: The semi-crude material from above, 2-Hydroxypyrrolo[1,2-b]pyridazine-6-carboxylic acid (100 mg, 0.56 mmol) was dissolved in methanol (5 mL) and concentrated sulfuric acid (2 drops). The solution was heated to 80° C. for 4 hours, and then the solvent evaporated in vacuo. The crude material was used directly in the next step. MS m/z 193.1 (M+1). The product is OC=1C=CC=2N(N1)C=C(C2)C(=O)OC (Methyl 2-hydroxypyrrolo[1,2-b]pyridazine-6-carboxylate). Reagents/catalysts: S(O)(O)(=O)=O (sulfuric acid). Conditions: temperature 80 celsius.